From a dataset of the Open Reaction Database (ORD), a public repository of structured organic reaction records. describe an organic reaction: reactants, conditions, products, and yield Starting materials: C(C)(C)NC(C)C (Diisopropylamine), BrCC1=C(C=C(C=C1)OC)I (1-(Bromomethyl)-2-iodo-4-methoxybenzene), C(C)(C)(C)C1N(CC(N1C)=O)C(=O)OC(C)(C)C (tert-Butyl 2-(tert-Butyl)-3-methyl-4-oxo-1-imidazolidinecarboxylate), [NH4+].[Cl-] (NH4Cl), ( R )-, N[C@@H](CC1=CC=CC=C1)C(=O)O (Phenylalanine), C(C)(C)(C)OC(=O)N1[C@H](N(C(C1)=O)C)C(C)(C)C ((S)-tert-butyl-2-tert-butyl-3-methyl-4-oxoimidazolidine-1-carboxylate), Cyclic Amino, [Li]CCCC (BuLi). The solvent is C1CCOC1 (THF), C1CCOC1 (THF). Conditions: temperature -78 celsius, time 20 minute. Product: C(C)(C)(C)OC(=O)N1[C@H](N(C([C@@H]1CC1=C(C=C(C=C1)OC)I)=O)C)C(C)(C)C ((2S,5S)-tert-Butyl-5-(2′-iodo-4′-methoxybenzyl)-2-tert-butyl-3-methyl-4-oxoimidazolidine-1-carboxylate). Isolated yield 23.0%. As a reaction SMILES: N[C@H](C(O)=O)CC1C=CC=CC=1.[C:13]([CH:17]1[N:21]([CH3:22])[C:20](=[O:23])[CH2:19][N:18]1[C:24]([O:26][C:27]([CH3:30])([CH3:29])[CH3:28])=[O:25])([CH3:16])([CH3:15])[CH3:14].C(NC(C)C)(C)C.[Li]CCCC.C(OC(N1CC(=O)N(C)[C@@H]1C(C)(C)C)=O)(C)(C)C.Br[CH2:62][C:63]1[CH:68]=[CH:67][C:66]([O:69][CH3:70])=[CH:65][C:64]=1[I:71].[NH4+].[Cl-]>C1COCC1>[C:27]([O:26][C:24]([N:18]1[C@@H:19]([CH2:62][C:63]2[CH:68]=[CH:67][C:66]([O:69][CH3:70])=[CH:65][C:64]=2[I:71])[C:20](=[O:23])[N:21]([CH3:22])[C@@H:17]1[C:13]([CH3:16])([CH3:14])[CH3:15])=[O:25])([CH3:30])([CH3:29])[CH3:28] |f:6.7|. Reported procedure: This product was obtained using the general procedure reported in the literature [(D. Seebach, E. Dziadulewicz, L. Behrendt, S. Cantoreggi, R. Fitzi, “Synthesis of Nonproteinogenic (R)- or (S)-Amino Acids Analogues of Phenylalanine, Isotopically Labelled and Cyclic Amino Acids from tert-Butyl 2-(tert-Butyl)-3-methyl-4-oxo-1-imidazolidinecarboxylate (Boc-BMI).” Liebigs Ann. Chem., pp 1215-1232 (1989)]. Diisopropylamine (0.9 mL, 6.4 mmol) dissolved in dry THF (5 mL) was cooled to −78° C. under arg... Reactants: CS(=O)(=O)Cl (methanesulfonyl chloride), C(C)OC(=O)C=1OC2=C(C1)C=C(C=C2)Cl (ethyl-5-chloro-benzofuran carboxylate), C(C)(=O)OCC (Ethyl acetate), [H-].[Al+3].[Li+].[H-].[H-].[H-] (lithium aluminum hydride). Solvent: C(Cl)Cl (methylene chloride), N1=CC=CC=C1 (pyridine), O1CCCC1 (tetrahydrofuran). Run at time 1 hour. Yields the product ClCC=1OC2=C(C1)C=C(C=C2)Cl (2-chloromethyl-5-chlorobenzofuran). Isolated yield 53.2%. RXN SMILES: C(O[C:4]([C:6]1[O:7][C:8]2[CH:14]=[CH:13][C:12]([Cl:15])=[CH:11][C:9]=2[CH:10]=1)=O)C.[H-].[Al+3].[Li+].[H-].[H-].[H-].C(OCC)(=O)C.CS([Cl:32])(=O)=O>O1CCCC1.C(Cl)Cl.N1C=CC=CC=1>[Cl:32][CH2:4][C:6]1[O:7][C:8]2[CH:14]=[CH:13][C:12]([Cl:15])=[CH:11][C:9]=2[CH:10]=1 |f:1.2.3.4.5.6|. Procedure details: To a suspension of ethyl-5-chloro-benzofuran carboxylate (1.05 g), prepared according to Helv. Chim. Acta., 818 (1935), in tetrahydrofuran (10 ml) was added lithium aluminum hydride (0.1 g). The mixture was stirred at room temperature for 1 hour. Ethyl acetate (50 ml) was slowly added to the reaction mixture, and the whole mixture was poured onto water (50 ml). The organic extract was separated, washed with water (2×25 ml), dried and evaporated to obtain 2-hydroxymethyl-5-cnlorobenzofuran as an ... Reactants: C1(=CC=C(C=C1)S(=O)(=O)N1CC2=CC=CC(=C2C1)Br)C (2-(p-toluenesulfonyl)-4-bromoisoindoline), C1(=CC=CC=C1)O (phenol), Br (hydrobromic acid). Run in C(CC)(=O)O (propionic acid). Product: BrC1=C2CNCC2=CC=C1 (4-bromoisoindoline). Yield: 92.5%. RXN SMILES: C1(C)C=CC(S([N:10]2[CH2:18][C:17]3[C:12](=[CH:13][CH:14]=[CH:15][C:16]=3[Br:19])[CH2:11]2)(=O)=O)=CC=1.C1(O)C=CC=CC=1.Br>C(O)(=O)CC>[Br:19][C:16]1[CH:15]=[CH:14][CH:13]=[C:12]2[C:17]=1[CH2:18][NH:10][CH2:11]2. Procedure details: The procedure of Reference Example 6-(3) was followed using 9.61 g of 2-(p-toluenesulfonyl)-4-bromoisoindoline, 10 g of phenol, 120 ml of 48% hydrobromic acid, and 20 ml of propionic acid. Purification of the crude product by vacuum distillation gave 5.0 g of 4-bromoisoindoline. Starting materials: [OH-].[Na+] (sodium hydroxide), COC(CC1=CC=C(C=C1)C[C@@H](C)N)=O (Methyl-{4-[(2R)-2-amino-propyl]phenyl}acetate), C(C1=CC=CC=C1)OC1=C(C=C(C=C1)[C@H](CBr)O[Si](C)(C)C(C)(C)C)CO ([2-(benzyloxy)-5-((1R)-2-bromo-1-{[tert-butyl(dimethyl)silyl]oxy}ethyl)phenyl]methanol), C(C)(C)N(CC)C(C)C (diisopropylethylamine). Solvent: CS(=O)C (dimethylsulfoxide), C(C)(=O)OCC (ethyl acetate). Product: COC(CC1=CC=C(C=C1)C[C@@H](C)NC[C@H](O[Si](C)(C)C(C)(C)C)C1=CC(=C(C=C1)OCC1=CC=CC=C1)CO)=O (Methyl-(4-{(2R)-2-[(2R)-2-(4-benzyloxy-3-hydroxymethyl-phenyl)-2-(tert-butyldimethylsilanyloxy)ethylamino]propyl}phenyl)acetate). Yield: 50.5%. As a reaction SMILES: [CH3:1][O:2][C:3](=[O:15])[CH2:4][C:5]1[CH:10]=[CH:9][C:8]([CH2:11][C@H:12]([NH2:14])[CH3:13])=[CH:7][CH:6]=1.[CH2:16]([O:23][C:24]1[CH:29]=[CH:28][C:27]([C@@H:30]([O:33][Si:34]([C:37]([CH3:40])([CH3:39])[CH3:38])([CH3:36])[CH3:35])[CH2:31]Br)=[CH:26][C:25]=1[CH2:41][OH:42])[C:17]1[CH:22]=[CH:21][CH:20]=[CH:19][CH:18]=1.C(N(C(C)C)CC)(C)C.[OH-].[Na+]>CS(C)=O.C(OCC)(=O)C>[CH3:1][O:2][C:3](=[O:15])[CH2:4][C:5]1[CH:10]=[CH:9][C:8]([CH2:11][C@H:12]([NH:14][CH2:31][C@@H:30]([C:27]2[CH:28]=[CH:29][C:24]([O:23][CH2:16][C:17]3[CH:22]=[CH:21][CH:20]=[CH:19][CH:18]=3)=[C:25]([CH2:41][OH:42])[CH:26]=2)[O:33][Si:34]([C:37]([CH3:40])([CH3:39])[CH3:38])([CH3:36])[CH3:35])[CH3:13])=[CH:7][CH:6]=1 |f:3.4|. Procedure: Methyl-{4-[(2R)-2-amino-propyl]phenyl}acetate (Preparation 64) (7.00 g, 33.8 mmol), [2-(benzyloxy)-5-((1R)-2-bromo-1-{[tert-butyl(dimethyl)silyl]oxy}ethyl)phenyl]methanol (Preparation 39) (15.2 g, 33.8 mmol) and diisopropylethylamine (4.36 g, 33.8 mmol) were heated in dimethylsulfoxide (50 ml) at 90° C. under nitrogen for 16 hours. The mixture was cooled and diluted with ethyl acetate (250 ml) and basified with 1M aqueous sodium hydroxide. The aqueous was extracted with ethyl acetate (250 ml) an... Starting materials: C(CCC)OC1=NC(=C2N=C(N(C2=N1)CCCC1NCCCC1)OC)N (2-(Butyloxy)-8-(methyloxy)-9-[3-(2-piperidinyl)propyl]-9H-purin-6-amine), NC1=C2N=C(N(C2=NC(=N1)O[C@H](CCC)C)CC1CCN(CC1)C(=O)OCC1=CC=CC=C1)OC (phenylmethyl 4-{[6-amino-2-{[(1S)-1-methylbutyl]oxy}-8-(methyloxy)-9H-purin-9-yl]methyl}-1-piperidinecarboxylate). Yields the product C[C@@H](CCC)OC1=NC(=C2N=C(N(C2=N1)CC1CCNCC1)OC)N (2-{[(1S)-1-Methylbutyl]oxy}-8-(methyloxy)-9-(4-piperidinylmethyl)-9H-purin-6-amine). Reaction SMILES: C(OC1N=C2C(N=C(OC)N2CCCC2CCCCN2)=C(N)N=1)CCC.[NH2:27][C:28]1[N:36]=[C:35]([O:37][C@@H:38]([CH3:42])[CH2:39][CH2:40][CH3:41])[N:34]=[C:33]2[C:29]=1[N:30]=[C:31]([O:60][CH3:61])[N:32]2[CH2:43][CH:44]1[CH2:49][CH2:48][N:47](C(OCC2C=CC=CC=2)=O)[CH2:46][CH2:45]1>>[CH3:42][C@H:38]([O:37][C:35]1[N:34]=[C:33]2[C:29]([N:30]=[C:31]([O:60][CH3:61])[N:32]2[CH2:43][CH:44]2[CH2:45][CH2:46][NH:47][CH2:48][CH2:49]2)=[C:28]([NH2:27])[N:36]=1)[CH2:39][CH2:40][CH3:41]. Reported procedure: Prepared similarly to Intermediate 32 from phenylmethyl 4-{[6-amino-2-{[(1S)-1-methylbutyl]oxy}-8-(methyloxy)-9H-purin-9-yl]methyl}-1-piperidinecarboxylate. The reactants are C(OC(C)(C)C)(OC(C)(C)C)=O (Di-t-butyl carbonate), OC1CNCCC1 (3-hydroxypiperidine), CC(CN)(N)C (1,1-Dimethylethylenediamine). The solvent is O (water), C(C)(C)(C)O (t-butanol), O (water). Conditions: time 16 hour. The product is C(C)(C)(C)OC(=O)N1CC(CCC1)O (1-t-butoxycarbonyl-3-hydroxypiperidine). As a reaction SMILES: [C:1](=[O:12])([O:7][C:8]([CH3:11])([CH3:10])[CH3:9])OC(C)(C)C.[OH:13][CH:14]1[CH2:19][CH2:18][CH2:17][NH:16][CH2:15]1.CC(C)(N)CN>O.C(O)(C)(C)C>[C:8]([O:7][C:1]([N:16]1[CH2:17][CH2:18][CH2:19][CH:14]([OH:13])[CH2:15]1)=[O:12])([CH3:9])([CH3:10])[CH3:11]. Procedure: Di-t-butyl carbonate (11.9 g.) was added to a solution of 3-hydroxypiperidine (5.0 g.) in water (10 ml.) and t-butanol (5 ml.) at ambient temperature, and the mixture was stirred for 16 hr. at ambient temperature. 1,1-Dimethylethylenediamine (1.5 ml.) was added and the mixture was stirred at ambient temperature for 1 hr. The solution was poured into water (150 ml.) and extracted with diethyl ether (3×50 ml.). The diethyl ether extract was washed successively with 1 M-hydrochloric acid (50 ml.), ... Reactants: NC1=C(C=C(C=2C(C3=C(C=CC(=C3C(C12)=O)Cl)Cl)=O)Cl)C(=O)OC1=CC=CC=C1 (phenyl 1-amino-4,5,8-trichloroanthraquinone-2-carboxylate), C([O-])([O-])=O.[K+].[K+] (potassium carbonate), CN(C=O)C (dimethylformamide), CC1=CC=C(C=C1)S (4-methylthiophenol). The solvent is O (water). Reaction conditions: temperature 80 celsius. The product is NC1=C(C=C(C=2C(C3=C(C=CC(=C3C(C12)=O)SC1=CC=C(C=C1)C)SC1=CC=C(C=C1)C)=O)SC1=CC=C(C=C1)C)C(=O)OC1=CC=CC=C1 (phenyl 1-amino-4,5,8-tri-(4-methylphenylmercapto)-anthraquinone-2-carboxylate). Isolated yield 67.1%. As a reaction SMILES: [NH2:1][C:2]1[C:15]2[C:14](=[O:16])[C:13]3[C:8](=[C:9](Cl)[CH:10]=[CH:11][C:12]=3Cl)[C:7](=[O:19])[C:6]=2[C:5](Cl)=[CH:4][C:3]=1[C:21]([O:23][C:24]1[CH:29]=[CH:28][CH:27]=[CH:26][CH:25]=1)=[O:22].C(=O)([O-])[O-].[K+].[K+].CN(C)C=O.[CH3:41][C:42]1[CH:47]=[CH:46][C:45]([SH:48])=[CH:44][CH:43]=1>O>[NH2:1][C:2]1[C:15]2[C:14](=[O:16])[C:13]3[C:8](=[C:9]([S:48][C:45]4[CH:46]=[CH:47][C:42]([CH3:41])=[CH:43][CH:44]=4)[CH:10]=[CH:11][C:12]=3[S:48][C:45]3[CH:46]=[CH:47][C:42]([CH3:41])=[CH:43][CH:44]=3)[C:7](=[O:19])[C:6]=2[C:5]([S:48][C:45]2[CH:46]=[CH:47][C:42]([CH3:41])=[CH:43][CH:44]=2)=[CH:4][C:3]=1[C:21]([O:23][C:24]1[CH:29]=[CH:28][CH:27]=[CH:26][CH:25]=1)=[O:22] |f:1.2.3|. Procedure: 4.5 g of phenyl 1-amino-4,5,8-trichloroanthraquinone-2-carboxylate and 2 g of anhydrous potassium carbonate are introduced into 100 cc of dimethylformamide, 4 g of 4-methylthiophenol are added, and the mixture is then heated to 80° C. under a gentle stream of nitrogen and is kept at this temperature until the reaction is complete. The reaction mixture is then diluted at 40° C. with 40 cc of water, is allowed to cool completely and is filtered with suction, and the product is washed with a mixtur... The reactants are FC=1C=C(CN2C(=NN=C2)S)C=C(C1)F (4-(3',5'-difluorobenzyl)-1,2,4-triazole-3-thiol), CI (methyl iodide), C[O-].[Na+] (sodium methoxide). Run in CO (methanol). Product: FC=1C=C(CN2C(=NN=C2)SC)C=C(C1)F (4-(3',5'-difluorobenzyl)-3-methylthio-1,2,4-triazole). As a reaction SMILES: [F:1][C:2]1[CH:3]=[C:4]([CH:12]=[C:13]([F:15])[CH:14]=1)[CH2:5][N:6]1[CH:10]=[N:9][N:8]=[C:7]1[SH:11].[CH3:16]I.C[O-].[Na+]>CO>[F:15][C:13]1[CH:12]=[C:4]([CH:3]=[C:2]([F:1])[CH:14]=1)[CH2:5][N:6]1[CH:10]=[N:9][N:8]=[C:7]1[S:11][CH3:16] |f:2.3|. Procedure: The reaction of 4-(3',5'-difluorobenzyl)-1,2,4-triazole-3-thiol (prepared as in Example 3) with methyl iodide and sodium methoxide in methanol by known techniques yields 4-(3',5'-difluorobenzyl)-3-methylthio-1,2,4-triazole.